The task is: describe an organic reaction: reactants, conditions, products, and yield. This data is from the Open Reaction Database (ORD), a public repository of structured organic reaction records. The reactants are C(C)(=O)NC1CCN(CC1)C1=NC(=CC=C1)OCC(F)(F)F (4-acetamido-1-[6-(2,2,2-trifluoro) ethoxy-2-pyridyl]piperidine), solution, Cl (hydrochloric acid). Yields the product Cl (monohydrochloride), NC1CCN(CC1)C1=NC(=CC=C1)OCC(F)(F)F (4-amino-1-[6-(2,2,2-trifluoro)ethoxy-2-pyridyl] piperidine). As a reaction SMILES: C([NH:4][CH:5]1[CH2:10][CH2:9][N:8]([C:11]2[CH:16]=[CH:15][CH:14]=[C:13]([O:17][CH2:18][C:19]([F:22])([F:21])[F:20])[N:12]=2)[CH2:7][CH2:6]1)(=O)C.[ClH:23]>>[ClH:23].[NH2:4][CH:5]1[CH2:6][CH2:7][N:8]([C:11]2[CH:16]=[CH:15][CH:14]=[C:13]([O:17][CH2:18][C:19]([F:21])([F:22])[F:20])[N:12]=2)[CH2:9][CH2:10]1. Procedure details: By heating the 4-acetamido-1-[6-(2,2,2-trifluoro) ethoxy-2-pyridyl]piperidine at reflux for 3 hours in an 0.5 N solution of hydrochloric acid and then operating as described in Example 1, the monohydrochloride of 4-amino-1-[6-(2,2,2-trifluoro)ethoxy-2-pyridyl] piperidine (CM 57385) is obtained which, after crystallation in ethanol, melts at 218° to 225° C. with decomposition. Reactants: CCOC(=O)C(Cc1ccc(O)cc1)N(CC)CC, CCOC(=O)N=NC(=O)OCC, O=C(NCCO)c1ccc(-c2ccccc2)cc1, c1ccc(P(c2ccccc2)c2ccccc2)cc1. Yields the product CCOC(=O)C(Cc1ccc(OCCNC(=O)c2ccc(-c3ccccc3)cc2)cc1)N(CC)CC. RXN SMILES: [CH2:19]([CH3:20])[N:21]([CH2:22][CH3:23])[CH:24]([C:25](=[O:26])[O:27][CH2:28][CH3:29])[CH2:30][c:31]1[cH:32][cH:33][c:34]([OH:37])[cH:35][cH:36]1.[O:57]=[C:58]([O:59][CH2:60][CH3:61])[N:62]=[N:63][C:64]([O:65][CH2:66][CH3:67])=[O:68].[c:1]1(-[c:13]2[cH:14][cH:15][cH:16][cH:17][cH:18]2)[cH:2][cH:3][c:4]([C:7](=[O:8])[NH:9][CH2:10][CH2:11][OH:12])[cH:5][cH:6]1.[c:38]1([P:39]([c:40]2[cH:41][cH:42][cH:43][cH:44][cH:45]2)[c:46]2[cH:47][cH:48][cH:49][cH:50][cH:51]2)[cH:52][cH:53][cH:54][cH:55][cH:56]1>>[c:1]1(-[c:13]2[cH:14][cH:15][cH:16][cH:17][cH:18]2)[cH:2][cH:3][c:4]([C:7](=[O:8])[NH:9][CH2:10][CH2:11][O:12][c:34]2[cH:33][cH:32][c:31]([CH2:30][CH:24]([N:21]([CH2:19][CH3:20])[CH2:22][CH3:23])[C:25](=[O:26])[O:27][CH2:28][CH3:29])[cH:36][cH:35]2)[cH:5][cH:6]1. Starting materials: NC1=C(C#N)C=CC(=C1)O (2-amino-4-hydroxybenzonitrile), C(C1=CC=CC=C1)(=O)N=C=O (benzoyl isocyanate). Run in CC(=O)C (acetone). Product: C(#N)C1=C(C=C(C=C1)O)NC(=O)NC(C1=CC=CC=C1)=O (N-(2-cyano-5-hydroxyphenylcarbamoyl)benzamide). Reaction SMILES: [NH2:1][C:2]1[CH:9]=[C:8]([OH:10])[CH:7]=[CH:6][C:3]=1[C:4]#[N:5].[C:11]([N:19]=[C:20]=[O:21])(=[O:18])[C:12]1[CH:17]=[CH:16][CH:15]=[CH:14][CH:13]=1>CC(C)=O>[C:4]([C:3]1[CH:6]=[CH:7][C:8]([OH:10])=[CH:9][C:2]=1[NH:1][C:20]([NH:19][C:11](=[O:18])[C:12]1[CH:13]=[CH:14][CH:15]=[CH:16][CH:17]=1)=[O:21])#[N:5]. Procedure: Prepared as in Example 53a, but refluxed in acetone instead of 1,4-dioxane, from 2-amino-4-hydroxybenzonitrile and benzoyl isocyanate as a yellow solid (399 mg, 94%). MS 281 (MH+). The reactants are O=C([O-])[O-], CCCCCN(CCC12CC3CC(CC(C3)C1)C2)C(=O)C1CCCN1, CI, CN(C)C=O, CCOCC, ClCCc1ccncc1, Cl, Cl, [K+], [K+], [Na+], [OH-]. Product: CCCCCN(CCC12CC3CC(CC(C3)C1)C2)C(=O)C1CCCN1CCc1ccncc1, Cl. As a reaction SMILES: [C:27](=[O:28])([O-:29])[O-:30].[C:2]12([CH2:12][CH2:13][N:14]([C:15](=[O:16])[CH:17]3[NH:18][CH2:19][CH2:20][CH2:21]3)[CH2:22][CH2:23][CH2:24][CH2:25][CH3:26])[CH2:3][CH:4]3[CH2:5][CH:6]([CH2:7][CH:8]([CH2:9]1)[CH2:10]3)[CH2:11]2.[CH3:33][I:34].[CH3:47][N:48]([CH3:49])[CH:50]=[O:51].[CH3:52][CH2:53][O:54][CH2:55][CH3:56].[Cl:36][CH2:37][CH2:38][c:39]1[cH:40][cH:41][n:42][cH:43][cH:44]1.[ClH:1].[ClH:35].[K+:31].[K+:32].[Na+:46].[OH-:45]>>[C:2]12([CH2:12][CH2:13][N:14]([C:15](=[O:16])[CH:17]3[N:18]([CH2:37][CH2:38][c:39]4[cH:40][cH:41][n:42][cH:43][cH:44]4)[CH2:19][CH2:20][CH2:21]3)[CH2:22][CH2:23][CH2:24][CH2:25][CH3:26])[CH2:3][CH:4]3[CH2:5][CH:6]([CH2:7][CH:8]([CH2:9]1)[CH2:10]3)[CH2:11]2.[ClH:36].